From a dataset of the Open Reaction Database (ORD), a public repository of structured organic reaction records. describe an organic reaction: reactants, conditions, products, and yield Reactants: COC(=NC#N)c1ccccn1, CCOCC, CC(C)(C)CN, CO, ClCCl. Product: CC(C)(C)CN=C(NC#N)c1ccccn1. As a reaction SMILES: [C:1](#[N:2])[N:3]=[C:4]([O:5][CH3:6])[c:7]1[n:8][cH:9][cH:10][cH:11][cH:12]1.[CH2:19]([O:20][CH2:21][CH3:22])[CH3:23].[CH3:13][C:14]([CH2:15][NH2:16])([CH3:17])[CH3:18].[CH3:27][OH:28].[Cl:24][CH2:25][Cl:26]>>[C:1](#[N:2])[NH:3][C:4]([c:7]1[n:8][cH:9][cH:10][cH:11][cH:12]1)=[N:16][CH2:15][C:14]([CH3:13])([CH3:17])[CH3:18]. Yield: 73.0%. Solvent: ClCCCl (DCE). As a reaction SMILES: Cl.[CH2:2]([O:4][C:5](=[O:9])[CH:6]([CH3:8])[NH2:7])[CH3:3].[CH:10](=O)[C:11]1[CH:16]=[CH:15][CH:14]=[CH:13][CH:12]=1.[BH-](OC(C)=O)(OC(C)=O)OC(C)=O.[Na+]>ClCCCl>[CH2:10]([NH:7][CH:6]([CH3:8])[C:5]([O:4][CH2:2][CH3:3])=[O:9])[C:11]1[CH:16]=[CH:15][CH:14]=[CH:13][CH:12]=1 |f:0.1,3.4|. The product is C(C1=CC=CC=C1)NC(C(=O)OCC)C (ethyl 2-(benzylamino)propanoate). The reactants are [BH-](OC(=O)C)(OC(=O)C)OC(=O)C.[Na+] (Na(OAc)3BH), Cl.C(C)OC(C(N)C)=O (DL-alanine ethyl ester hydrochloride), C(C1=CC=CC=C1)=O (benzaldehyde), TEA. Conditions: time 8 hour. Reported procedure: To a mixture of DL-alanine ethyl ester hydrochloride (913 mg, 5.9 mmol) in DCE (15 mL) was added TEA (1.2 mL, 8.8 mmol) followed by benzaldehyde (0.538 mL), 5.3 mmol) and Na(OAc)3BH (2.0 g, 9.4 mmol). The mixture was stirred at room temperature overnight and then quenched with saturated aqueous NaHCO3 solution. The layers were separated and the aqueous layer extracted with DCM. The combined organic layers were dried over Na2SO4, filtered and concentrated in vacuo. Chromatography on SiO2 eluting ... The reactants are O (water), NC=1C(=C(C=CC1F)O)C (3-amino-4-fluoro-2-methyl-phenol), FC1=C(C(=O)O)C=C(C=C1)C1=CC(=CC=C1)F (2-fluoro-5-(3-fluorophenyl)benzoic acid), C(=O)(C(=O)Cl)Cl ((COCl)2). Reagents/catalysts: CN(C)C=O (DMF). The solvent is C1CCOC1 (THF), C1CCOC1 (THF), C(Cl)Cl (DCM). Run at time 2 hour. Product: FC1=C(C(=O)NC2=C(C(=CC=C2F)O)C)C=C(C=C1)C1=CC(=CC=C1)F (2-Fluoro-N-(6-fluoro-3-hydroxy-2-methyl-phenyl)-5-(3-fluorophenyl)benzamide). Yield: 59.1%. Reaction SMILES: [F:1][C:2]1[CH:10]=[CH:9][C:8]([C:11]2[CH:16]=[CH:15][CH:14]=[C:13]([F:17])[CH:12]=2)=[CH:7][C:3]=1[C:4]([OH:6])=O.C(Cl)(C(Cl)=O)=O.[NH2:24][C:25]1[C:26]([CH3:33])=[C:27]([OH:32])[CH:28]=[CH:29][C:30]=1[F:31].O>C(Cl)Cl.CN(C=O)C.C1COCC1>[F:1][C:2]1[CH:10]=[CH:9][C:8]([C:11]2[CH:16]=[CH:15][CH:14]=[C:13]([F:17])[CH:12]=2)=[CH:7][C:3]=1[C:4]([NH:24][C:25]1[C:30]([F:31])=[CH:29][CH:28]=[C:27]([OH:32])[C:26]=1[CH3:33])=[O:6]. Reported procedure: To a mixture of 2-fluoro-5-(3-fluorophenyl)benzoic acid (intermediate III(a)) (365 mg, 1.56 mmol, 1.1 eq) and (COCl)2 (541 mg, 4.26 mmol, 3.0 eq) in DCM (10 mL) was added DMF (3 drops). The reaction mixture was stirred at room temperature for 2 h, then concentrated in vacuo. The residue obtained was dissolved in THF (5 mL) and added dropwise to a solution of 3-amino-4-fluoro-2-methyl-phenol (200 mg, 1.42 mmol, 1.0 eq) in THF (15 mL) at 0° C. After the addition was completed, the reaction mixture...